Dataset: the Open Reaction Database (ORD), a public repository of structured organic reaction records. Task: describe an organic reaction: reactants, conditions, products, and yield Starting materials: COC=1C=C(C=C(C1)OC)O (3,5-dimethoxyphenol), N1C=NC=C1 (imidazole), C(C)(C)(C)[Si](C1=CC=CC=C1)(C1=CC=CC=C1)Cl (t-butylchlorodiphenylsilane), O (Water). Run in CN(C=O)C (dimethylformamide). Reaction conditions: temperature 50 celsius, time 4 hour. Product: O([Si](C1=CC=CC=C1)(C1=CC=CC=C1)C(C)(C)C)C1=CC(=CC(=C1)OC)OC (1-t-butyldiphenylsiloxy-3,5-dimethoxybenzene). Isolated yield 94.1%. As a reaction SMILES: [CH3:1][O:2][C:3]1[CH:4]=[C:5]([OH:11])[CH:6]=[C:7]([O:9][CH3:10])[CH:8]=1.N1C=CN=C1.[C:17]([Si:21](Cl)([C:28]1[CH:33]=[CH:32][CH:31]=[CH:30][CH:29]=1)[C:22]1[CH:27]=[CH:26][CH:25]=[CH:24][CH:23]=1)([CH3:20])([CH3:19])[CH3:18].O>CN(C)C=O>[O:11]([C:5]1[CH:6]=[C:7]([O:9][CH3:10])[CH:8]=[C:3]([O:2][CH3:1])[CH:4]=1)[Si:21]([C:17]([CH3:20])([CH3:19])[CH3:18])([C:28]1[CH:29]=[CH:30][CH:31]=[CH:32][CH:33]=1)[C:22]1[CH:27]=[CH:26][CH:25]=[CH:24][CH:23]=1. Procedure: To a solution of 3,5-dimethoxyphenol (6.73 g, 43.7 mmol) in anhydrous dimethylformamide (50 mL) were added imidazole (5.95 g, 87.4 mmol) and t-butylchlorodiphenylsilane (15.0 g, 54.6 mmol), and the mixture was stirred at 50° C. for 4 hours. Water was added to the reaction mixture, and the mixture was extracted with ethyl acetate-hexane (1:2). The organic layer was washed with water, dried over anhydrous sodium sulfate, and then concentrated under reduced pressure. The residue was purified by col...